This data is from the Open Reaction Database (ORD), a public repository of structured organic reaction records. The task is: describe an organic reaction: reactants, conditions, products, and yield Reactants: F[B-](F)(F)F, CCN(C(C)C)C(C)C, Cl, COC(=O)CF, [Na+], O=C([O-])O, C1COCCO1, NC1CCC(CCN2CCC(c3cccc4c3OCO4)CC2)CC1, CN(C)C(On1nnc2ccccc21)=[N+](C)C. The product is O=C(CF)NC1CCC(CCN2CCC(c3cccc4c3OCO4)CC2)CC1. As a reaction SMILES: [B-:41]([F:42])([F:43])([F:44])[F:45].[CH:32]([N:33]([CH2:34][CH3:35])[CH:36]([CH3:37])[CH3:38])([CH3:39])[CH3:40].[ClH:7].[F:1][CH2:2][C:3](=[O:4])[O:5][CH3:6].[Na+:67].[O-:63][C:64]([OH:65])=[O:66].[O:68]1[CH2:69][CH2:70][O:71][CH2:72][CH2:73]1.[O:8]1[CH2:9][O:10][c:11]2[c:12]1[cH:13][cH:14][cH:15][c:16]2[CH:17]1[CH2:18][CH2:19][N:20]([CH2:23][CH2:24][CH:25]2[CH2:26][CH2:27][CH:28]([NH2:31])[CH2:29][CH2:30]2)[CH2:21][CH2:22]1.[n:46]1([O:47][C:48]([N:49]([CH3:50])[CH3:51])=[N+:52]([CH3:53])[CH3:54])[c:55]2[cH:56][cH:57][cH:58][cH:59][c:60]2[n:61][n:62]1>>[F:1][CH2:2][C:3](=[O:4])[NH:31][CH:28]1[CH2:27][CH2:26][CH:25]([CH2:24][CH2:23][N:20]2[CH2:19][CH2:18][CH:17]([c:16]3[c:11]4[c:12]([cH:13][cH:14][cH:15]3)[O:8][CH2:9][O:10]4)[CH2:22][CH2:21]2)[CH2:30][CH2:29]1. The reactants are C(C)(=O)OC1=C(C=CC=C1)C(NC=1SC=C(N1)S(=O)C)=O (2-{[4-(Methylsulfinyl)-1,3-thiazol-2-yl]carbamoyl}phenyl acetate), Cl (HCl). Solvent: C1CCOC1 (THF). Yields the product OC1=C(C(=O)NC=2SC=C(N2)S(=O)C)C=CC=C1 (2-Hydroxy-N-[4-(methylsulfinyl)-1,3-thiazol-2-yl]benzamide). The yield is 79.2%. RXN SMILES: C([O:4][C:5]1[CH:10]=[CH:9][CH:8]=[CH:7][C:6]=1[C:11](=[O:21])[NH:12][C:13]1[S:14][CH:15]=[C:16]([S:18]([CH3:20])=[O:19])[N:17]=1)(=O)C.Cl>C1COCC1>[OH:4][C:5]1[CH:10]=[CH:9][CH:8]=[CH:7][C:6]=1[C:11]([NH:12][C:13]1[S:14][CH:15]=[C:16]([S:18]([CH3:20])=[O:19])[N:17]=1)=[O:21]. Procedure details: Into a solution of 1 (0.150 g, 0.425 mmol) and THF (11 mL) was added 2M HCl (16 mL). The reaction was warmed to reflux. After refluxing 2 h, the reaction was allowed to cool to room temperature. A solid formed on standing. The reaction was cooled in an ice bath. The cold suspension was filtered. The filter pad was washed with water. The filtrate was concentrated in vacuo. The residue was suspended in water and filtered and combined with the original filter pad. The combined solids were stirred w... Starting materials: C1CN2CCN1CC2, CC#N, Clc1ncnn2cc(-c3ccnc(N4CCOCC4)c3)cc12, O=[N+]([O-])c1ccc(O)c(F)c1. The product is O=[N+]([O-])c1ccc(Oc2ncnn3cc(-c4ccnc(N5CCOCC5)c4)cc23)c(F)c1. Reaction SMILES: [CH2:34]1[N:35]2[CH2:36][CH2:37][N:38]([CH2:39][CH2:40]2)[CH2:41]1.[CH3:42][C:43]#[N:44].[Cl:1][c:2]1[n:3][cH:4][n:5][n:6]2[c:7]1[cH:8][c:9](-[c:11]1[cH:12][c:13]([N:17]3[CH2:18][CH2:19][O:20][CH2:21][CH2:22]3)[n:14][cH:15][cH:16]1)[cH:10]2.[F:23][c:24]1[c:25]([OH:33])[cH:26][cH:27][c:28]([N+:30](=[O:31])[O-:32])[cH:29]1>>[c:2]1([O:33][c:25]2[c:24]([F:23])[cH:29][c:28]([N+:30](=[O:31])[O-:32])[cH:27][cH:26]2)[n:3][cH:4][n:5][n:6]2[c:7]1[cH:8][c:9](-[c:11]1[cH:12][c:13]([N:17]3[CH2:18][CH2:19][O:20][CH2:21][CH2:22]3)[n:14][cH:15][cH:16]1)[cH:10]2.